This data is from the Open Reaction Database (ORD), a public repository of structured organic reaction records. The task is: describe an organic reaction: reactants, conditions, products, and yield Reactants: Oc1ccc(C2=NCCO2)cc1Br, CO, CC(=O)c1ccc(CCCCCCl)o1. The product is CC(=O)c1ccc(CCCCCOc2ccc(C3=NCCO3)cc2Br)o1. Reaction SMILES: [Br:15][c:16]1[c:17]([OH:27])[cH:18][cH:19][c:20]([C:22]2=[N:26][CH2:25][CH2:24][O:23]2)[cH:21]1.[CH3:28][OH:29].[Cl:1][CH2:2][CH2:3][CH2:4][CH2:5][CH2:6][c:7]1[o:8][c:9]([C:12]([CH3:13])=[O:14])[cH:10][cH:11]1>>[CH2:2]([CH2:3][CH2:4][CH2:5][CH2:6][c:7]1[o:8][c:9]([C:12]([CH3:13])=[O:14])[cH:10][cH:11]1)[O:27][c:17]1[c:16]([Br:15])[cH:21][c:20]([C:22]2=[N:26][CH2:25][CH2:24][O:23]2)[cH:19][cH:18]1. Starting materials: CCCCI, CN(C)C=O, ClCCl, [H-], [Na+], CC(C)c1ccc(CO)c(=O)c(O)c1. The product is CCCCOc1cc(C(C)C)ccc(CO)c1=O. As a reaction SMILES: [CH2:17]([CH2:18][CH2:19][CH3:20])[I:21].[CH3:22][N:23]([CH3:24])[CH:25]=[O:26].[Cl:27][CH2:28][Cl:29].[H-:15].[Na+:16].[OH:1][c:2]1[c:3](=[O:14])[c:4]([CH2:12][OH:13])[cH:5][cH:6][c:7]([CH:9]([CH3:10])[CH3:11])[cH:8]1>>[O:1]([c:2]1[c:3](=[O:14])[c:4]([CH2:12][OH:13])[cH:5][cH:6][c:7]([CH:9]([CH3:10])[CH3:11])[cH:8]1)[CH2:17][CH2:18][CH2:19][CH3:20]. The reactants are COCCOP(=O)(Cc1ccc([N+](=O)[O-])c(OC)c1)OCCOC, CO, [H][H]. The product is COCCOP(=O)(Cc1ccc(N)c(OC)c1)OCCOC. As a reaction SMILES: [CH3:1][O:2][CH2:3][CH2:4][O:5][P:6]([O:7][CH2:8][CH2:9][O:10][CH3:11])(=[O:12])[CH2:13][c:14]1[cH:15][c:16]([O:23][CH3:24])[c:17]([N+:20]([O-:21])=[O:22])[cH:18][cH:19]1.[CH3:27][OH:28].[H:25][H:26]>>[CH3:1][O:2][CH2:3][CH2:4][O:5][P:6]([O:7][CH2:8][CH2:9][O:10][CH3:11])(=[O:12])[CH2:13][c:14]1[cH:15][c:16]([O:23][CH3:24])[c:17]([NH2:20])[cH:18][cH:19]1. Yields the product COc1cc[nH]c1C=C1C(=O)Nc2sc(C(=O)O)cc21. As a reaction SMILES: [CH3:1][O:2][c:3]1[c:4]([CH:8]=[C:9]2[c:10]3[c:11]([s:15][c:16]([C:18](=[O:19])[O:20][C:21]([CH3:22])([CH3:23])[CH3:24])[cH:17]3)[NH:12][C:13]2=[O:14])[nH:5][cH:6][cH:7]1.[Cl:32][CH2:33][Cl:34].[OH:25][C:26]([C:27]([F:28])([F:29])[F:30])=[O:31]>>[CH3:1][O:2][c:3]1[c:4]([CH:8]=[C:9]2[c:10]3[c:11]([s:15][c:16]([C:18](=[O:19])[OH:20])[cH:17]3)[NH:12][C:13]2=[O:14])[nH:5][cH:6][cH:7]1. The reactants are COc1cc[nH]c1C=C1C(=O)Nc2sc(C(=O)OC(C)(C)C)cc21, ClCCl, O=C(O)C(F)(F)F.